This data is from the Open Reaction Database (ORD), a public repository of structured organic reaction records. The task is: describe an organic reaction: reactants, conditions, products, and yield Reactants: COC(\C=C\C1=C(C2=CC=C(C=C2CC1)OC)CCCC)=O ((E)-3-(1-butyl-3,4-dihydro-6-methoxy-2-naphthalenyl)-2-propenoic acid methyl ester), [OH-].[Na+] (sodium hydroxide). Run in CO (methanol). Yields the product C(CCC)C1=C(CCC2=CC(=CC=C12)OC)/C=C/C(=O)O ((E)-3-(1-butyl-3,4-dihydro-6-methoxy-2-naphthalenyl)-2-propenoic acid). The yield is 94.0%. RXN SMILES: C[O:2][C:3](=[O:22])/[CH:4]=[CH:5]/[C:6]1[CH2:15][CH2:14][C:13]2[C:8](=[CH:9][CH:10]=[C:11]([O:16][CH3:17])[CH:12]=2)[C:7]=1[CH2:18][CH2:19][CH2:20][CH3:21].[OH-].[Na+]>CO>[CH2:18]([C:7]1[C:8]2[C:13](=[CH:12][C:11]([O:16][CH3:17])=[CH:10][CH:9]=2)[CH2:14][CH2:15][C:6]=1/[CH:5]=[CH:4]/[C:3]([OH:22])=[O:2])[CH2:19][CH2:20][CH3:21] |f:1.2|. Reported procedure: As in Example 112, (E)-3-(1-butyl-3,4-dihydro-6-methoxy-2-naphthalenyl)-2-propenoic acid methyl ester (2.9 g) in methanol (12 mL) was treated with 2N sodium hydroxide solution (7 mL) at reflux for 1.5 hours. The usual work up provided 2.6 g of (E)-3-(1-butyl-3,4-dihydro-6-methoxy-2-naphthalenyl)-2-propenoic acid as an oil. The reactants are CN(C)C=O, CC(=O)OCC(CCl)OC(C)=O, O=c1[nH]c(=O)n2c3cc(C(F)(F)F)ccc3sc3cccc1c32, [H-], [I-], [K+], [Na+]. Yields the product CC(=O)OCC(Cn1c(=O)c2cccc3sc4ccc(C(F)(F)F)cc4n(c1=O)c32)OC(C)=O. RXN SMILES: [CH3:40][N:41]([CH3:42])[CH:43]=[O:44].[Cl:1][CH2:2][CH:3]([CH2:4][O:5][C:6]([CH3:7])=[O:8])[O:9][C:10]([CH3:11])=[O:12].[F:13][C:14]([c:15]1[cH:16][c:17]2[n:18]3[c:19]4[c:20]([cH:21][cH:22][cH:23][c:24]4[s:25][c:26]2[cH:27][cH:28]1)[c:29](=[O:33])[nH:30][c:31]3=[O:32])([F:34])[F:35].[H-:36].[I-:39].[K+:38].[Na+:37]>>[CH2:2]([CH:3]([CH2:4][O:5][C:6]([CH3:7])=[O:8])[O:9][C:10]([CH3:11])=[O:12])[n:30]1[c:29](=[O:33])[c:20]2[c:19]3[n:18]([c:17]4[cH:16][c:15]([C:14]([F:13])([F:34])[F:35])[cH:28][cH:27][c:26]4[s:25][c:24]3[cH:23][cH:22][cH:21]2)[c:31]1=[O:32]. Starting materials: O=C(Cl)OCc1ccccc1, ClCCl, CCN1CCN(c2ccc(N)cc2F)CC1=O, c1ccncc1. Product: CCN1CCN(c2ccc(NC(=O)OCc3ccccc3)cc2F)CC1=O. As a reaction SMILES: [Cl:24][C:25](=[O:26])[O:27][CH2:28][c:29]1[cH:30][cH:31][cH:32][cH:33][cH:34]1.[Cl:35][CH2:36][Cl:37].[NH2:1][c:2]1[cH:3][cH:4][c:5]([N:9]2[CH2:10][C:11](=[O:17])[N:12]([CH2:15][CH3:16])[CH2:13][CH2:14]2)[c:6]([F:8])[cH:7]1.[cH:18]1[cH:19][cH:20][n:21][cH:22][cH:23]1>>[NH:1]([c:2]1[cH:3][cH:4][c:5]([N:9]2[CH2:10][C:11](=[O:17])[N:12]([CH2:15][CH3:16])[CH2:13][CH2:14]2)[c:6]([F:8])[cH:7]1)[C:25](=[O:26])[O:27][CH2:28][c:29]1[cH:30][cH:31][cH:32][cH:33][cH:34]1. Reactants: C1(CC1)CN1N=NC2=C1C=CC(=C2)O (1-(cyclopropylmethyl)-1H-benzotriazol-5-ol), IN1C(CCC1=O)=O (N-iodosuccinimide). Run in C(C)(=O)O (acetic acid), O (water). Reaction conditions: time 15 minute. Yields the product C1(CC1)CN1N=NC2=C1C=CC(=C2I)O (1-(cyclopropylmethyl)-4-iodo-1H-benzotriazol-5-ol). Reaction SMILES: [CH:1]1([CH2:4][N:5]2[C:9]3[CH:10]=[CH:11][C:12]([OH:14])=[CH:13][C:8]=3[N:7]=[N:6]2)[CH2:3][CH2:2]1.[I:15]N1C(=O)CCC1=O>C(O)(=O)C.O>[CH:1]1([CH2:4][N:5]2[C:9]3[CH:10]=[CH:11][C:12]([OH:14])=[C:13]([I:15])[C:8]=3[N:7]=[N:6]2)[CH2:2][CH2:3]1. Procedure: 1-(Cyclopropylmethyl)-1H-benzotriazol-5-ol (9-1, 5.41 g, 28.6 mmol) was dissolved in acetic acid (75 mL) and treated with N-iodosuccinimide (4.79 g, 21.3 mmol, 0.74 equiv) portionwise. After 15 minutes, the mixture was diluted with water (150 mL) and extracted with dichloromethane (2×100 mL). The combined organic extracts were dried with sodium sulfate, filtered and concentrated in vacuo, providing the titled compound 9-2. Starting materials: Cc1ccc(Br)cc1[N+](=O)[O-], OB(O)c1ccccc1OCc1ccccc1, C1CCOC1, [K+], [K+], [K+], N#N, CC(=O)[O-], CC(=O)[O-], O=P([O-])([O-])[O-], [Pd+2], c1ccc(-c2ccccc2P(C2CCCCC2)C2CCCCC2)cc1. Yields the product Cc1ccc(-c2ccccc2OCc2ccccc2)cc1[N+](=O)[O-]. RXN SMILES: [Br:1][c:2]1[cH:3][c:4]([N+:9](=[O:10])[O-:11])[c:5]([CH3:8])[cH:6][cH:7]1.[CH2:12]([c:13]1[cH:14][cH:15][cH:16][cH:17][cH:18]1)[O:19][c:20]1[c:21]([B:26]([OH:27])[OH:28])[cH:22][cH:23][cH:24][cH:25]1.[CH2:64]1[O:65][CH2:66][CH2:67][CH2:68]1.[K+:34].[K+:35].[K+:36].[N:37]#[N:38].[O-:70][C:71]([CH3:72])=[O:73].[O-:74][C:75]([CH3:76])=[O:77].[P:29]([O-:30])([O-:31])([O-:32])=[O:33].[Pd+2:69].[c:39]1(-[c:40]2[cH:41][cH:42][cH:43][cH:44][cH:45]2)[cH:46][cH:47][cH:48][cH:49][c:50]1[P:51]([CH:52]1[CH2:53][CH2:54][CH2:55][CH2:56][CH2:57]1)[CH:58]1[CH2:59][CH2:60][CH2:61][CH2:62][CH2:63]1>>[c:2]1(-[c:21]2[c:20]([O:19][CH2:12][c:13]3[cH:14][cH:15][cH:16][cH:17][cH:18]3)[cH:25][cH:24][cH:23][cH:22]2)[cH:3][c:4]([N+:9](=[O:10])[O-:11])[c:5]([CH3:8])[cH:6][cH:7]1. Starting materials: CN(C(C=C)=O)C (N,N-dimethylacrylamide), C(C(C)C)OC(C(=C)C)=O (Isobutylmethacrylate), C(C)C(COC(C(=C)C)=O)CCCC (2-ethylhexylmethacrylate). Yields the product C(C(C)C)OC(C(=C)C)=O.C(C)C(COC(C(=C)C)=O)CCCC.CN(C(C=C)=O)C (isobutylmethacrylate 2-ethylhexylmethacrylate N,N-dimethylacrylamide), final monomer. RXN SMILES: [CH2:1]([O:5][C:6](=[O:10])[C:7]([CH3:9])=[CH2:8])[CH:2]([CH3:4])[CH3:3].[CH2:11]([CH:13]([CH2:21][CH2:22][CH2:23][CH3:24])[CH2:14][O:15][C:16](=[O:20])[C:17]([CH3:19])=[CH2:18])[CH3:12].[CH3:25][N:26]([CH3:31])[C:27](=[O:30])[CH:28]=[CH2:29]>>[CH2:1]([O:5][C:6](=[O:10])[C:7]([CH3:9])=[CH2:8])[CH:2]([CH3:4])[CH3:3].[CH2:11]([CH:13]([CH2:21][CH2:22][CH2:23][CH3:24])[CH2:14][O:15][C:16](=[O:20])[C:17]([CH3:19])=[CH2:18])[CH3:12].[CH3:25][N:26]([CH3:31])[C:27](=[O:30])[CH:28]=[CH2:29] |f:3.4.5|. Procedure details: A 60:30:10 (weight percent) isobutylmethacrylate/2-ethylhexylmethacrylate/N,N-dimethylacrylamide copolymer is prepared as follows. Isobutylmethacrylate, 2-ethylhexylmethacrylate, and N,N-dimethylacrylamide are weighed out (relative weight ratios of 60:30:10) and added to a four neck flask fitted with an argon sparge, mechanical stirrer, thermometer and condenser. Toluene is then added to the flask to get a final monomer concentration of 25.0 weight percent. The reaction flask is placed in a 60° ... The reactants are ClC1=NC=CC(=C1)C1=NC(=CC(=N1)C)C1=CC(=C(C=C1)C(F)(F)F)C (2-(2-chloro-pyridin-4-yl)-4-methyl-6-(3-methyl-4-trifluoromethyl-phenyl)-pyrimidine), NC1=NC=C(C=C1)B1OC(C(O1)(C)C)(C)C (2-amino-5-(4,4,5,5-tetramethyl-1,3,2-dioxaborolan-2-yl)pyridine). Yields the product CC1=NC(=NC(=C1)C1=CC(=C(C=C1)C(F)(F)F)C)C1=CC(=NC=C1)C=1C=NC(=CC1)N (4-[4-Methyl-6-(3-methyl-4-trifluoromethyl-phenyl)-pyrimidin-2-yl]-[2,3′]bipyridinyl-6′-ylamine), solid. The yield is 18.0%. As a reaction SMILES: Cl[C:2]1[CH:7]=[C:6]([C:8]2[N:13]=[C:12]([CH3:14])[CH:11]=[C:10]([C:15]3[CH:20]=[CH:19][C:18]([C:21]([F:24])([F:23])[F:22])=[C:17]([CH3:25])[CH:16]=3)[N:9]=2)[CH:5]=[CH:4][N:3]=1.[NH2:26][C:27]1[CH:32]=[CH:31][C:30](B2OC(C)(C)C(C)(C)O2)=[CH:29][N:28]=1>>[CH3:14][C:12]1[CH:11]=[C:10]([C:15]2[CH:20]=[CH:19][C:18]([C:21]([F:24])([F:23])[F:22])=[C:17]([CH3:25])[CH:16]=2)[N:9]=[C:8]([C:6]2[CH:5]=[CH:4][N:3]=[C:2]([C:30]3[CH:29]=[N:28][C:27]([NH2:26])=[CH:32][CH:31]=3)[CH:7]=2)[N:13]=1. Reported procedure: The title compound was prepared from 2-(2-chloro-pyridin-4-yl)-4-methyl-6-(3-methyl-4-trifluoromethyl-phenyl)-pyrimidine (example E.52) (0.11 g, 0.27 mmol) and commercially available 2-amino-5-(4,4,5,5-tetramethyl-1,3,2-dioxaborolan-2-yl)pyridine (0.079 g, 0.36 mmol) according to the general procedure VI. Obtained as a light brown solid (0.021 g, 18%). MS (ISP) 422.1 [(M+H)+]; mp 188° C.